This data is from the Open Reaction Database (ORD), a public repository of structured organic reaction records. The task is: describe an organic reaction: reactants, conditions, products, and yield Starting materials: CC(S)C(C)S, CC(=O)C(C)Cl. The product is CC1=C(C)SC(C)C(C)S1. RXN SMILES: [CH3:1][CH:2]([CH:3]([CH3:4])[SH:5])[SH:6].[Cl:7][CH:8]([C:9]([CH3:10])=[O:11])[CH3:12]>>[CH3:1][CH:2]1[CH:3]([CH3:4])[S:5][C:8]([CH3:12])=[C:9]([CH3:10])[S:6]1.